From a dataset of the Open Reaction Database (ORD), a public repository of structured organic reaction records. describe an organic reaction: reactants, conditions, products, and yield Reactants: ClCCl, CCOP(=O)(OCC)C(O)c1ccc(OC(F)(F)F)cc1, O, O=S(Cl)Cl, c1ccncc1. Product: CCOP(=O)(OCC)C(Cl)c1ccc(OC(F)(F)F)cc1. Reaction SMILES: [CH2:26]([Cl:27])[Cl:28].[CH2:5]([CH3:6])[O:7][P:8]([O:9][CH2:10][CH3:11])(=[O:12])[CH:13]([c:14]1[cH:15][cH:16][c:17]([O:20][C:21]([F:22])([F:23])[F:24])[cH:18][cH:19]1)[OH:25].[OH2:35].[S:1]([Cl:2])([Cl:3])=[O:4].[cH:29]1[cH:30][cH:31][n:32][cH:33][cH:34]1>>[CH2:5]([CH3:6])[O:7][P:8]([O:9][CH2:10][CH3:11])(=[O:12])[CH:13]([c:14]1[cH:15][cH:16][c:17]([O:20][C:21]([F:22])([F:23])[F:24])[cH:18][cH:19]1)[Cl:27]. Procedure details: The reaction and treatments of Example 12 were repeated, except that 2-[4-(2-hydroxyethyl)piperazin-1-yl]-N-[2,4-bis(methylthio)-6-methylpyridin-3-yl]acetamide was replaced by 2-[4-(2-hydroxyethyl)piperazin-1-yl]-N-[2,4-bis(2,2,2-trifluoroethoxy)-6-methylpyridin-3-yl]acetamide, and 2-mercaptobenzimidazole was replaced by 5,6-difluoro-2-mercaptobenzimidazole, to thereby yield the title compound as a colorless foamed substance. Reaction SMILES: OCCN1CCN(CC(NC2C(SC)=NC(C)=CC=2SC)=O)CC1.O[CH2:26][CH2:27][N:28]1[CH2:33][CH2:32][N:31]([CH2:34][C:35]([NH:37][C:38]2[C:39]([O:51][CH2:52][C:53]([F:56])([F:55])[F:54])=[N:40][C:41]([CH3:50])=[CH:42][C:43]=2[O:44][CH2:45][C:46]([F:49])([F:48])[F:47])=[O:36])[CH2:30][CH2:29]1.SC1NC2C=CC=CC=2N=1.[F:67][C:68]1[C:77]([F:78])=[CH:76][C:71]2[N:72]=[C:73]([SH:75])[NH:74][C:70]=2[CH:69]=1>>[F:78][C:77]1[C:68]([F:67])=[CH:69][C:70]2[N:74]=[C:73]([S:75][CH2:26][CH2:27][N:28]3[CH2:33][CH2:32][N:31]([CH2:34][C:35]([NH:37][C:38]4[C:39]([O:51][CH2:52][C:53]([F:56])([F:54])[F:55])=[N:40][C:41]([CH3:50])=[CH:42][C:43]=4[O:44][CH2:45][C:46]([F:47])([F:48])[F:49])=[O:36])[CH2:30][CH2:29]3)[NH:72][C:71]=2[CH:76]=1. The product is FC1=CC2=C(N=C(N2)SCCN2CCN(CC2)CC(=O)NC=2C(=NC(=CC2OCC(F)(F)F)C)OCC(F)(F)F)C=C1F (2-[4-[2-(5,6-difluorobenzimidazol-2-ylthio)ethyl]piperazin-1-yl]-N-[2,4-bis(2,2,2-trifluoroethoxy)-6-methylpyridin-3-yl]acetamide). The reactants are OCCN1CCN(CC1)CC(=O)NC=1C(=NC(=CC1SC)C)SC (2-[4-(2-hydroxyethyl)piperazin-1-yl]-N-[2,4-bis(methylthio)-6-methylpyridin-3-yl]acetamide), FC1=CC2=C(N=C(N2)S)C=C1F (5,6-difluoro-2-mercaptobenzimidazole), OCCN1CCN(CC1)CC(=O)NC=1C(=NC(=CC1OCC(F)(F)F)C)OCC(F)(F)F (2-[4-(2-hydroxyethyl)piperazin-1-yl]-N-[2,4-bis(2,2,2-trifluoroethoxy)-6-methylpyridin-3-yl]acetamide), SC=1NC2=C(N1)C=CC=C2 (2-mercaptobenzimidazole). Starting materials: COC=1C=C2C(=C(C(OC2=CC1)=O)C1=CC=CC=C1)O (6-methoxy-3-phenyl-4-hydroxy-coumarin), O1CCN(CC1)CCCl (2-morpholino-1-chlorethane). The product is O1CCN(CC1)CCOC1=C(C(OC2=CC=C(C=C12)OC)=O)C1=CC=CC=C1 (4-(2'-Morpholinoethoxy)-3-phenyl-6-methoxy-coumarin). Isolated yield 67.5%. As a reaction SMILES: [CH3:1][O:2][C:3]1[CH:4]=[C:5]2[C:10](=[CH:11][CH:12]=1)[O:9][C:8](=[O:13])[C:7]([C:14]1[CH:19]=[CH:18][CH:17]=[CH:16][CH:15]=1)=[C:6]2[OH:20].[O:21]1[CH2:26][CH2:25][N:24]([CH2:27][CH2:28]Cl)[CH2:23][CH2:22]1>>[O:21]1[CH2:26][CH2:25][N:24]([CH2:27][CH2:28][O:20][C:6]2[C:5]3[C:10](=[CH:11][CH:12]=[C:3]([O:2][CH3:1])[CH:4]=3)[O:9][C:8](=[O:13])[C:7]=2[C:14]2[CH:19]=[CH:18][CH:17]=[CH:16][CH:15]=2)[CH2:23][CH2:22]1. Procedure: This compound is obtained according to the method of Example 8 from 12.1 g. (0.045 mol) of 6-methoxy-3-phenyl-4-hydroxy-coumarin and 10.9 g. (0.057 mol) of 2-morpholino-1-chlorethane. After recrystallisation from isopropanol, 11.3 g. of a beige-coloured solid are obtained. M.P. 118° C.; yield 67.5% (theoretical yield 16.7 g.). The reactants are C(C)(C)NC(C)C (diisopropylamine), C(CCC)[Li] (n-butyllithium), C(C)(=O)OC(C)(C)C (t-butyl acetate), N12CC(C(CC1)CC2)=O (Quinuclidin-3-one). The solvent is O (water), O1CCCC1 (tetrahydrofuran), O1CCCC1 (THF), O1CCCC1 (THF). Conditions: temperature -78 celsius, time 40 minute. The product is C(C)(C)(C)OC(CC1(CN2CCC1CC2)O)=O (2-(3-Hydroxy-1-azabicyclo[2.2.2]oct-3-yl)acetic Acid T-butyl ester). As a reaction SMILES: C(NC(C)C)(C)C.C([Li])CCC.[C:13]([O:16][C:17]([CH3:20])([CH3:19])[CH3:18])(=[O:15])[CH3:14].[N:21]12[CH2:28][CH2:27][CH:24]([CH2:25][CH2:26]1)[C:23](=[O:29])[CH2:22]2>O1CCCC1.O>[C:17]([O:16][C:13](=[O:15])[CH2:14][C:23]1([OH:29])[CH:24]2[CH2:27][CH2:28][N:21]([CH2:26][CH2:25]2)[CH2:22]1)([CH3:20])([CH3:19])[CH3:18]. Reported procedure: To a solution of diisopropylamine (6.7 mL) in tetrahydrofuran (THF) (20 mL) at 0° C. was added n-butyllithium (2.3M in hexanes; 20 mL). The reaction mixture was stirred for 40 minutes and then cooled to −78° C. To this mixture a solution of t-butyl acetate (6.4 mL) in THF (10 mL) was added dropwise and stirring was continued for an additional 15 minutes. Quinuclidin-3-one (5 g) in THF (15 mL) was added to the mixture dropwise and the mixture was allowed to warm to 0° C. over 1 hour. To this solu... Reactants: CCOC(C)=O, CCN(C(C)C)C(C)C, CC(C)O, NC1CCSCC1, O=[N+]([O-])c1cnc2c(ccn2S(=O)(=O)c2ccccc2)c1Cl. The product is O=[N+]([O-])c1cnc2c(ccn2S(=O)(=O)c2ccccc2)c1NC1CCSCC1. Reaction SMILES: [CH3:43][CH2:44][O:45][C:46]([CH3:47])=[O:48].[CH:30]([N:31]([CH2:32][CH3:33])[CH:34]([CH3:35])[CH3:36])([CH3:37])[CH3:38].[CH:39]([OH:40])([CH3:41])[CH3:42].[S:23]1[CH2:24][CH2:25][CH:26]([NH2:29])[CH2:27][CH2:28]1.[c:1]1([S:7](=[O:8])(=[O:9])[n:10]2[cH:11][cH:12][c:13]3[c:14]2[n:15][cH:16][c:17]([N+:20](=[O:21])[O-:22])[c:18]3[Cl:19])[cH:2][cH:3][cH:4][cH:5][cH:6]1>>[c:1]1([S:7](=[O:8])(=[O:9])[n:10]2[cH:11][cH:12][c:13]3[c:14]2[n:15][cH:16][c:17]([N+:20](=[O:21])[O-:22])[c:18]3[NH:29][CH:26]2[CH2:25][CH2:24][S:23][CH2:28][CH2:27]2)[cH:2][cH:3][cH:4][cH:5][cH:6]1. Starting materials: OCCN(C(=O)C1=NC(=NC(=C1OCC1=CC=CC=C1)O)CC1(CCCC1)C1=NC=CC=C1)C (5-benzyloxy-6-hydroxy-2-(1-pyridin-2-yl-cyclopentylmethyl)-pyrimidine-4-carboxylic acid (2-hydroxyethyl)-methyl-amide), N(=NC(=O)OC(C)C)C(=O)OC(C)C (diisopropyl azodicarboxylate), O (water), CO (methanol). Run in ClCCl (dichloromethane), C(C)(=O)OCC (ethyl acetate). Run at time 1 hour. Yields the product C(C1=CC=CC=C1)OC1=C2N(C(=NC1=O)CC1(CCCC1)C1=NC=CC=C1)CCN(C2=O)C (9-benzyloxy-2-methyl-6-(1-pyridin-2-yl-cyclopentylmethyl)-3,4-dihydro-2H-pyrazino[1,2-c]pyrimidine-1,8-dione). Yield: 81.9%. As a reaction SMILES: O[CH2:2][CH2:3][N:4]([CH3:34])[C:5]([C:7]1[C:12]([O:13][CH2:14][C:15]2[CH:20]=[CH:19][CH:18]=[CH:17][CH:16]=2)=[C:11]([OH:21])[N:10]=[C:9]([CH2:22][C:23]2([C:28]3[CH:33]=[CH:32][CH:31]=[CH:30][N:29]=3)[CH2:27][CH2:26][CH2:25][CH2:24]2)[N:8]=1)=[O:6].N(C(OC(C)C)=O)=NC(OC(C)C)=O.CO.O>ClCCl.C(OCC)(=O)C>[CH2:14]([O:13][C:12]1[C:11](=[O:21])[N:10]=[C:9]([CH2:22][C:23]2([C:28]3[CH:33]=[CH:32][CH:31]=[CH:30][N:29]=3)[CH2:27][CH2:26][CH2:25][CH2:24]2)[N:8]2[CH2:2][CH2:3][N:4]([CH3:34])[C:5](=[O:6])[C:7]=12)[C:15]1[CH:20]=[CH:19][CH:18]=[CH:17][CH:16]=1. Procedure details: To a stirred solution of 5-benzyloxy-6-hydroxy-2-(1-pyridin-2-yl-cyclopentylmethyl)-pyrimidine-4-carboxylic acid (2-hydroxyethyl)-methyl-amide (443) (90 mg, 0.195 mmol), in dichloromethane (10 mL), TPP (178.64 mg, 0.682 mmol) and diisopropyl azodicarboxylate (0.115 mL, 0.584 mmol) were added and stirring was continued for 1 h at room temperature while silica thin layer chromatography was performed (3% methanol in ethyl acetate; Rf=0.2). After completion of the reaction, water (5 mL) was added an... Reactants: O.NN (hydrazine hydrate), ClC1=C(C=CC=C1)C(C1=C(C=CC(=C1)Cl)N1C(=NN=C1CN1C(C=2C(C1=O)=CC=CC2)=O)CN2CCOCC2)=O (2',5-dichloro-2-[3-(morpholinomethyl)-5-(phthalimidomethyl)-4H-1,2,4-triazol-4-yl]benzophenone). The solvent is C(C)O (ethanol). Yields the product ClC=1C=CC2=C(C(=NCC=3N2C(=NN3)CN3CCOCC3)C3=C(C=CC=C3)Cl)C1 (8-chloro-1-(morpholinomethyl)-6-(o-chlorophenyl)-4H-s-triazolo[4,3-a][1,4]benzodiazepine). Reaction SMILES: [Cl:1][C:2]1[CH:7]=[CH:6][CH:5]=[CH:4][C:3]=1[C:8](=O)[C:9]1[CH:14]=[C:13]([Cl:15])[CH:12]=[CH:11][C:10]=1[N:16]1[C:20]([CH2:21][N:22]2C(=O)C3=CC=CC=C3C2=O)=[N:19][N:18]=[C:17]1[CH2:33][N:34]1[CH2:39][CH2:38][O:37][CH2:36][CH2:35]1.O.NN>C(O)C>[Cl:15][C:13]1[CH:12]=[CH:11][C:10]2[N:16]3[C:17]([CH2:33][N:34]4[CH2:39][CH2:38][O:37][CH2:36][CH2:35]4)=[N:18][N:19]=[C:20]3[CH2:21][N:22]=[C:8]([C:3]3[CH:4]=[CH:5][CH:6]=[CH:7][C:2]=3[Cl:1])[C:9]=2[CH:14]=1 |f:1.2|. Reported procedure: In the manner given in Example 27, 2',5-dichloro-2-[3-(morpholinomethyl)-5-(phthalimidomethyl)-4H-1,2,4-triazol-4-yl]benzophenone is heated in ethanol with hydrazine hydrate to give 8-chloro-1-(morpholinomethyl)-6-(o-chlorophenyl)-4H-s-triazolo[4,3-a][1,4]benzodiazepine. Reactants: ClC1=CC=C2C=C(NC2=C1NS(=O)(=O)C=1SC=CC1)C(=O)N (6-chloro-7-[(2-thienylsulfonyl)amino]-1H-indole-2-carboxamide), COC=1C=CC(=CC1)P2(=S)SP(=S)(S2)C=3C=CC(=CC3)OC (Lawesson's reagent). Run in O1CCCC1 (tetrahydrofuran). Reaction conditions: temperature 60 celsius, time 3 hour. Product: ClC1=CC=C2C=C(NC2=C1NS(=O)(=O)C=1SC=CC1)C(N)=S (6-chloro-7-[(2-thienylsulfonyl)amino]-1H-indole-2-carbothioamide). Isolated yield 90.6%. RXN SMILES: [Cl:1][C:2]1[C:10]([NH:11][S:12]([C:15]2[S:16][CH:17]=[CH:18][CH:19]=2)(=[O:14])=[O:13])=[C:9]2[C:5]([CH:6]=[C:7]([C:20]([NH2:22])=O)[NH:8]2)=[CH:4][CH:3]=1.COC1C=CC(P2(SP(C3C=CC(OC)=CC=3)(=S)S2)=[S:32])=CC=1>O1CCCC1>[Cl:1][C:2]1[C:10]([NH:11][S:12]([C:15]2[S:16][CH:17]=[CH:18][CH:19]=2)(=[O:14])=[O:13])=[C:9]2[C:5]([CH:6]=[C:7]([C:20](=[S:32])[NH2:22])[NH:8]2)=[CH:4][CH:3]=1. Procedure: A mixture of 6-chloro-7-[(2-thienylsulfonyl)amino]-1H-indole-2-carboxamide (0.80 g), Lawesson's reagent (0.90 g) and tetrahydrofuran (15 ml) was stirred at 60° C. for 3 hr. The reaction mixture was concentrated, toluene was added, and the resulting crystals were filtrated, washed with toluene, and dried to give the title compound (0.75 g, yield 91%) as yellow crystals. melting point 228-230° C. (decomposition).